This data is from the Open Reaction Database (ORD), a public repository of structured organic reaction records. The task is: describe an organic reaction: reactants, conditions, products, and yield Starting materials: CO, COC(=O)C1(c2ccsc2)CCCCC1, [Na+], [OH-]. The product is O=C(O)C1(c2ccsc2)CCCCC1. Reaction SMILES: [CH3:18][OH:19].[CH3:3][O:4][C:5](=[O:6])[C:7]1([c:13]2[cH:14][s:15][cH:16][cH:17]2)[CH2:8][CH2:9][CH2:10][CH2:11][CH2:12]1.[Na+:2].[OH-:1]>>[O:4]=[C:5]([OH:6])[C:7]1([c:13]2[cH:14][s:15][cH:16][cH:17]2)[CH2:8][CH2:9][CH2:10][CH2:11][CH2:12]1. The reactants are [Br-], O=C([O-])[O-], COC(=O)OC(C)Cl, CCCC[N+](CCCC)(CCCC)CCCC, COCCOc1c(S(C)(=O)=O)ccc(C(=O)c2c(C)nn(C)c2O)c1C, CCC(C)=O, [K+], [K+], O. Product: COCCOc1c(S(C)(=O)=O)ccc(C(=O)c2c(C)nn(C)c2OC(C)OC(=O)OC)c1C. RXN SMILES: [Br-:47].[C:27](=[O:28])([O-:29])[O-:30].[C:33]([O:34][CH:35]([CH3:36])[Cl:37])([O:38][CH3:39])=[O:40].[CH2:48]([N+:49]([CH2:50][CH2:51][CH2:52][CH3:53])([CH2:54][CH2:55][CH2:56][CH3:57])[CH2:58][CH2:59][CH2:60][CH3:61])[CH2:62][CH2:63][CH3:64].[CH3:1][O:2][CH2:3][CH2:4][O:5][c:6]1[c:7]([CH3:26])[c:8]([C:16](=[O:17])[c:18]2[c:19]([CH3:25])[n:20][n:21]([CH3:24])[c:22]2[OH:23])[cH:9][cH:10][c:11]1[S:12](=[O:13])(=[O:14])[CH3:15].[CH3:42][C:43](=[O:44])[CH2:45][CH3:46].[K+:31].[K+:32].[OH2:41]>>[CH3:1][O:2][CH2:3][CH2:4][O:5][c:6]1[c:7]([CH3:26])[c:8]([C:16](=[O:17])[c:18]2[c:19]([CH3:25])[n:20][n:21]([CH3:24])[c:22]2[O:23][CH:35]([O:34][C:33]([O:38][CH3:39])=[O:40])[CH3:36])[cH:9][cH:10][c:11]1[S:12](=[O:13])(=[O:14])[CH3:15].